From a dataset of the Open Reaction Database (ORD), a public repository of structured organic reaction records. describe an organic reaction: reactants, conditions, products, and yield The reactants are BrC1=CC=C(C=O)C=C1 (p-bromobenzaldehyde), C(C)(C)(C)OC(=O)N1C=NC(=C1)CCOC1=CC=2CCCC(C2C=C1)=O (4-[2-(5-oxo-5,6,7,8-tetrahydro-naphthalen-2-yloxy)-ethyl]-imidazole-1-carboxylic acid tert-butyl ester). Run in [OH-].[K+] (KOH), CCO (EtOH). Product: BrC1=CC=C(C=C2C(C3=CC=C(C=C3CC2)OCCC=2N=CNC2)=O)C=C1 (2-(4-Bromo-benzylidene)-6-[2-(1H-imidazole-4-yl)-ethoxy]-3.4-dihydro-2H-naphthalen-1-one). Isolated yield 52.4%. Reaction SMILES: C(OC([N:8]1[CH:12]=[C:11]([CH2:13][CH2:14][O:15][C:16]2[CH:25]=[CH:24][C:23]3[C:22](=[O:26])[CH2:21][CH2:20][CH2:19][C:18]=3[CH:17]=2)[N:10]=[CH:9]1)=O)(C)(C)C.[Br:27][C:28]1[CH:35]=[CH:34][C:31]([CH:32]=O)=[CH:30][CH:29]=1>[OH-].[K+].CCO>[Br:27][C:28]1[CH:35]=[CH:34][C:31]([CH:32]=[C:21]2[CH2:20][CH2:19][C:18]3[C:23](=[CH:24][CH:25]=[C:16]([O:15][CH2:14][CH2:13][C:11]4[N:10]=[CH:9][NH:8][CH:12]=4)[CH:17]=3)[C:22]2=[O:26])=[CH:30][CH:29]=1 |f:2.3|. Procedure: According to the method of Example 32, 4-[2-(5-oxo-5,6,7,8-tetrahydro-naphthalen-2-yloxy)-ethyl]-imidazole-1-carboxylic acid tert-butyl ester (0.278 g, 0.78 mmol) was reacted with p-bromobenzaldehyde (0.217 g, 1.17 mmol) in 5 mL of 4% KOH in EtOH overnight to afford 0.173 g (51%) of the title compound as a dark cream-colored powder, mp 176-178° C.: CI-MS m/e 423, 425 (M+ +1). The reactants are CCOC(=O)C(Cc1ccc(OCCNC(=O)c2ccc(-c3ccccn3)cc2)cc1)Oc1ccc(C(C)C)cc1, [Na+], [OH-]. Product: CC(C)c1ccc(OC(Cc2ccc(OCCNC(=O)c3ccc(-c4ccccn4)cc3)cc2)C(=O)O)cc1. RXN SMILES: [CH:1]([CH3:2])([CH3:3])[c:4]1[cH:5][cH:6][c:7]([O:8][CH:9]([C:10](=[O:11])[O:12][CH2:13][CH3:14])[CH2:15][c:16]2[cH:17][cH:18][c:19]([O:22][CH2:23][CH2:24][NH:25][C:26]([c:27]3[cH:28][cH:29][c:30](-[c:33]4[n:34][cH:35][cH:36][cH:37][cH:38]4)[cH:31][cH:32]3)=[O:39])[cH:20][cH:21]2)[cH:40][cH:41]1.[Na+:43].[OH-:42]>>[CH:1]([CH3:2])([CH3:3])[c:4]1[cH:5][cH:6][c:7]([O:8][CH:9]([C:10](=[O:11])[OH:12])[CH2:15][c:16]2[cH:17][cH:18][c:19]([O:22][CH2:23][CH2:24][NH:25][C:26]([c:27]3[cH:28][cH:29][c:30](-[c:33]4[n:34][cH:35][cH:36][cH:37][cH:38]4)[cH:31][cH:32]3)=[O:39])[cH:20][cH:21]2)[cH:40][cH:41]1. Reactants: Cc1ccccc1, Cl, COC(=O)C1CCC(C2CCC(CCC3OCCCO3)CC2)CC1, O. Yields the product COC(=O)C1CCC(C2CCC(CCC=O)CC2)CC1. RXN SMILES: [CH3:27][c:28]1[cH:29][cH:30][cH:31][cH:32][cH:33]1.[ClH:1].[O:2]1[CH:3]([CH2:8][CH2:9][CH:10]2[CH2:11][CH2:12][CH:13]([CH:16]3[CH2:17][CH2:18][CH:19]([C:22](=[O:23])[O:24][CH3:25])[CH2:20][CH2:21]3)[CH2:14][CH2:15]2)[O:7][CH2:6][CH2:5][CH2:4]1.[OH2:26]>>[O:2]=[CH:3][CH2:8][CH2:9][CH:10]1[CH2:11][CH2:12][CH:13]([CH:16]2[CH2:17][CH2:18][CH:19]([C:22](=[O:23])[O:24][CH3:25])[CH2:20][CH2:21]2)[CH2:14][CH2:15]1. The reactants are C(C1=CC=CO1)=O (furfural), C(C#C)Br (propargyl bromide), [Mg] (magnesium), O1CCCC1 (tetrahydrofuran), resultant mixture, resultant mixture. The reagents and catalysts are C(C#C)Br (Propargyl bromide), [Cl-].[Zn+2].[Cl-] (zinc chloride). Run in C1(=CC=CC=C1)C (toluene). Reaction conditions: temperature 10 celsius. The product is OC(CC#C)C=1OC=CC1 (2-(1-hydroxy-3-butynyl)-furan). The yield is 90.1%. As a reaction SMILES: [Mg].[O:2]1[CH2:6][CH2:5][CH2:4][CH2:3]1.C(=O)[C:8]1[O:12][CH:11]=[CH:10][CH:9]=1.C(Br)C#C>[Cl-].[Zn+2].[Cl-].C(Br)C#C.C1(C)C=CC=CC=1>[OH:12][CH:11]([C:3]1[O:2][CH:6]=[CH:5][CH:4]=1)[CH2:10][C:9]#[CH:8] |f:4.5.6|. Procedure: In the same flask as in Example 1, there were charged granular magnesium (18.2 g), dry zinc chloride (10.2 g) and dry tetrahydrofuran (110 g). Propargyl bromide (0.88 g) was added thereto at 10° C while stirring. The resultant mixture was kept in an adiabatic condition, whereupon the reaction proceeded. When the heat generation stopped, a mixture of furfural (48.0 g), propargyl bromide (73.5 g) and toluene (110 g) was dropwise added to the reaction mixture at 30° C in 3 hours while stirring unde...